Dataset: the Open Reaction Database (ORD), a public repository of structured organic reaction records. Task: describe an organic reaction: reactants, conditions, products, and yield Starting materials: CC(C)(C)C(=O)OCCl, CC(C)=O, [I-], [Na+]. The product is CC(C)(C)C(=O)OCI. As a reaction SMILES: [C:1]([C:2]([CH3:3])([CH3:4])[CH3:5])(=[O:6])[O:7][CH2:8][Cl:9].[CH3:12][C:13](=[O:14])[CH3:15].[I-:10].[Na+:11]>>[C:1]([C:2]([CH3:3])([CH3:4])[CH3:5])(=[O:6])[O:7][CH2:8][I:10]. Starting materials: IC1=NNC2=NC=NC(=C21)N (3-iodo-1H-pyrazolo[3,4-d]pyrimidin-4-amine), C(=O)([O-])[O-].[K+].[K+] (K2CO3), FC1=CC=C(C=C1)[N+](=O)[O-] (1-fluoro-4-nitrobenzene), O (water). Run in CN(C)C=O (DMF). Reaction conditions: temperature 100 celsius, time 24 hour. Product: IC1=NN(C2=NC=NC(=C21)N)C2=CC=C(C=C2)[N+](=O)[O-] (3-iodo-1-(4-nitrophenyl)-1H-pyrazolo[3,4-d]pyrimidin-4-amine). The yield is 89.0%. As a reaction SMILES: [I:1][C:2]1[C:10]2[C:5](=[N:6][CH:7]=[N:8][C:9]=2[NH2:11])[NH:4][N:3]=1.C([O-])([O-])=O.[K+].[K+].F[C:19]1[CH:24]=[CH:23][C:22]([N+:25]([O-:27])=[O:26])=[CH:21][CH:20]=1.O>CN(C=O)C>[I:1][C:2]1[C:10]2[C:5](=[N:6][CH:7]=[N:8][C:9]=2[NH2:11])[N:4]([C:19]2[CH:24]=[CH:23][C:22]([N+:25]([O-:27])=[O:26])=[CH:21][CH:20]=2)[N:3]=1 |f:1.2.3|. Procedure: To a solution of 3-iodo-1H-pyrazolo[3,4-d]pyrimidin-4-amine (1) (5.22 g, 20 mmol) in DMF (60 mL) were added K2CO3 (8.3 g, 60 mmol) and 1-fluoro-4-nitrobenzene (2.96 g, 21 mmol). After the resulting mixture was stirred at 100° C. for 24 hr under N2 atmosphere, the reaction mixture was cooled to RT before pouring into water (200 mL). The precipitate was collected, washed with water and dried to provide 3-iodo-1-(4-nitrophenyl)-1H-pyrazolo[3,4-d]pyrimidin-4-amine (27) (6.8 g, 89%) as light yellow s... Reactants: CCS(=O)(=O)N(c1cc(-c2nn(C)c(C#N)c2C)c(F)cc1Cl)S(=O)(=O)CC, [Na+], C1COCCO1, [OH-]. Yields the product CCS(=O)(=O)Nc1cc(-c2nn(C)c(C#N)c2C)c(F)cc1Cl. RXN SMILES: [Cl:3][c:4]1[cH:5][c:6]([F:30])[c:7](-[c:21]2[n:22][n:23]([CH3:29])[c:24]([C:27]#[N:28])[c:25]2[CH3:26])[cH:8][c:9]1[N:10]([S:11](=[O:12])(=[O:13])[CH2:14][CH3:15])[S:16]([CH2:17][CH3:18])(=[O:19])=[O:20].[Na+:2].[O:31]1[CH2:32][CH2:33][O:34][CH2:35][CH2:36]1.[OH-:1]>>[Cl:3][c:4]1[cH:5][c:6]([F:30])[c:7](-[c:21]2[n:22][n:23]([CH3:29])[c:24]([C:27]#[N:28])[c:25]2[CH3:26])[cH:8][c:9]1[NH:10][S:11](=[O:12])(=[O:13])[CH2:14][CH3:15].